From a dataset of the Open Reaction Database (ORD), a public repository of structured organic reaction records. describe an organic reaction: reactants, conditions, products, and yield Reactants: CC(=O)c1ccc(C(=O)O)cc1, CCN(C(C)C)C(C)C, Cc1ccc(NC(=O)c2cccc(N(C)C)c2)cc1N, CN(C)C=O. The product is CC(=O)c1ccc(C(=O)Nc2cc(NC(=O)c3cccc(N(C)C)c3)ccc2C)cc1. Reaction SMILES: [C:1]([CH3:2])(=[O:3])[c:4]1[cH:5][cH:6][c:7]([C:8](=[O:9])[OH:10])[cH:11][cH:12]1.[CH:33]([N:34]([CH:35]([CH3:36])[CH3:37])[CH2:38][CH3:39])([CH3:40])[CH3:41].[NH2:13][c:14]1[cH:15][c:16]([NH:21][C:22]([c:23]2[cH:24][c:25]([N:29]([CH3:30])[CH3:31])[cH:26][cH:27][cH:28]2)=[O:32])[cH:17][cH:18][c:19]1[CH3:20].[O:42]=[CH:43][N:44]([CH3:45])[CH3:46]>>[C:1]([CH3:2])(=[O:3])[c:4]1[cH:5][cH:6][c:7]([C:8](=[O:10])[NH:13][c:14]2[cH:15][c:16]([NH:21][C:22]([c:23]3[cH:24][c:25]([N:29]([CH3:30])[CH3:31])[cH:26][cH:27][cH:28]3)=[O:32])[cH:17][cH:18][c:19]2[CH3:20])[cH:11][cH:12]1.